From a dataset of the Open Reaction Database (ORD), a public repository of structured organic reaction records. describe an organic reaction: reactants, conditions, products, and yield The reactants are BrC1=CC(=C(S1)[N+](=O)[O-])C(=O)N (5-bromo-2-nitrothiophene-3-carboxamide), BrC1=CC(=C(S1)[N+](=O)[O-])C(=O)N (5-bromo-2-nitrothiophene-3-carboxamide), BrC1=CC(=C(S1)[N+](=O)[O-])C(=O)N (5-bromo-2-nitrothiophene-3-carboxamide), CC1(OB(OC1(C)C)C1=CC=C(C=C1)N1CCS(CC1)(=O)=O)C (4-[4-(4,4,5,5-tetramethyl-1,3,2-dioxaborolan-2-yl)phenyl]thiomorpholine 1,1-dioxide). Product: O=S1(CCN(CC1)C1=CC=C(C=C1)C1=CC(=C(S1)[N+](=O)[O-])C(=O)N)=O (5-[4-(1,1-Dioxidothiomorpholin-4-yl)phenyl]-2-nitrothiophene-3-carboxamide). Reaction SMILES: Br[C:2]1[S:6][C:5]([N+:7]([O-:9])=[O:8])=[C:4]([C:10]([NH2:12])=[O:11])[CH:3]=1.CC1(C)C(C)(C)OB([C:21]2[CH:26]=[CH:25][C:24]([N:27]3[CH2:32][CH2:31][S:30](=[O:34])(=[O:33])[CH2:29][CH2:28]3)=[CH:23][CH:22]=2)O1>>[O:34]=[S:30]1(=[O:33])[CH2:31][CH2:32][N:27]([C:24]2[CH:25]=[CH:26][C:21]([C:2]3[S:6][C:5]([N+:7]([O-:9])=[O:8])=[C:4]([C:10]([NH2:12])=[O:11])[CH:3]=3)=[CH:22][CH:23]=2)[CH2:28][CH2:29]1. Reported procedure: The title compound was prepared from 5-bromo-2-nitrothiophene-3-carboxamide (Intermediate 10 Step 4) (300 mg, 1.20 mmol) and 4-[4-(4,4,5,5-tetramethyl-1,3,2-dioxaborolan-2-yl)phenyl]thiomorpholine 1,1-dioxide (403 mg, 1.20 mmol) according to the general procedure described in Intermediate 10 Step 5. Reactants: BrCCCCCCCCCCCCCCC (1-bromopentadecane), [OH-].[K+] (potassium hydroxide), OC1=C(C=O)C=CC=C1 (hydroxybenzaldehyde). Solvent: O (water), CN(C=O)C (dimethylformamide), CN(C=O)C (dimethylformamide). Conditions: temperature 20 celsius, time 1 hour. Yields the product C(CCCCCCCCCCCCCC)OC1=CC=C(C=O)C=C1 (p-pentadecanoxybenzaldehyde). Reaction SMILES: [OH-:1].[K+].O[C:4]1[CH:11]=[CH:10][CH:9]=[CH:8][C:5]=1[CH:6]=[O:7].Br[CH2:13][CH2:14][CH2:15][CH2:16][CH2:17][CH2:18][CH2:19][CH2:20][CH2:21][CH2:22][CH2:23][CH2:24][CH2:25][CH2:26][CH3:27]>CN(C)C=O.O>[CH2:13]([O:1][C:10]1[CH:9]=[CH:8][C:5]([CH:6]=[O:7])=[CH:4][CH:11]=1)[CH2:14][CH2:15][CH2:16][CH2:17][CH2:18][CH2:19][CH2:20][CH2:21][CH2:22][CH2:23][CH2:24][CH2:25][CH2:26][CH3:27] |f:0.1|. Reported procedure: In a 100 ml four-necked flask, 2.79 g (42.3 mM) of 85 wt % potassium hydroxide was suspended in 30 ml of dimethylformamide, and 10 ml of a dimethylformamide solution containing 5.28 g (43.2 mM) of hydroxybenzaldehyde was added thereto dropwise while maintaining the system at 20° C. or lower, followed by aging at 30° C. for 1 hour. To the system was added 9.58 g (32.9 mM) of 1-bromopentadecane, followed by aging at 70° C. for 21 hours. The reaction mixture was dispersed in water and extracted wit... Reactants: CC(=O)[O-], CC(=O)OO, C=C(CN(C)S(=O)(=O)C=Cc1ccccc1)c1cccc(C(F)(F)F)n1, ClC(Cl)Cl, [Na+], O, O, O. Yields the product CN(CC1(c2cccc(C(F)(F)F)n2)CO1)S(=O)(=O)C=Cc1ccccc1. RXN SMILES: [C:30]([O-:31])(=[O:32])[CH3:33].[C:35]([O:36][OH:37])(=[O:38])[CH3:39].[CH3:1][N:2]([S:3](=[O:4])(=[O:5])[CH:6]=[CH:7][c:8]1[cH:9][cH:10][cH:11][cH:12][cH:13]1)[CH2:14][C:15](=[CH2:16])[c:17]1[n:18][c:19]([C:23]([F:24])([F:25])[F:26])[cH:20][cH:21][cH:22]1.[CH:40]([Cl:41])([Cl:42])[Cl:43].[Na+:34].[OH2:27].[OH2:28].[OH2:29]>>[CH3:1][N:2]([S:3](=[O:4])(=[O:5])[CH:6]=[CH:7][c:8]1[cH:9][cH:10][cH:11][cH:12][cH:13]1)[CH2:14][C:15]1([c:17]2[n:18][c:19]([C:23]([F:24])([F:25])[F:26])[cH:20][cH:21][cH:22]2)[CH2:16][O:32]1. Reactants: N[C@@H](CC)C1=NC2=CC=CC(=C2C(N1C1=CC(=CC=C1)OCC(F)(F)F)=O)F ((S)-2-(1-aminopropyl)-5-fluoro-3-(3-(2,2,2-trifluoroethoxy)phenyl)quinazolin-4(3H)-one), ClC1=C2C(=NC=C1)NC=C2 (4-chloro-1H-pyrrolo[2,3-b]pyridine), C(C)(C)N(CC)C(C)C (diisopropylethylamine). Run in CC(C)(C)O (t-BuOH). Run at temperature 120 celsius, time 48 hour. The product is N1C=CC=2C1=NC=CC2N[C@@H](CC)C2=NC1=CC=CC(=C1C(N2C2=CC(=CC=C2)OCC(F)(F)F)=O)F ((S)-2-(1-((1H-pyrrolo[2,3-b]pyridin-4-yl)amino)propyl)-5-fluoro-3-(3-(2,2,2-trifluoroethoxy)phenyl)quinazolin-4(3H)-one). RXN SMILES: [NH2:1][C@H:2]([C:5]1[N:14]([C:15]2[CH:20]=[CH:19][CH:18]=[C:17]([O:21][CH2:22][C:23]([F:26])([F:25])[F:24])[CH:16]=2)[C:13](=[O:27])[C:12]2[C:7](=[CH:8][CH:9]=[CH:10][C:11]=2[F:28])[N:6]=1)[CH2:3][CH3:4].Cl[C:30]1[CH:35]=[CH:34][N:33]=[C:32]2[NH:36][CH:37]=[CH:38][C:31]=12.C(N(C(C)C)CC)(C)C>CC(O)(C)C>[NH:36]1[C:32]2=[N:33][CH:34]=[CH:35][C:30]([NH:1][C@H:2]([C:5]3[N:14]([C:15]4[CH:20]=[CH:19][CH:18]=[C:17]([O:21][CH2:22][C:23]([F:26])([F:24])[F:25])[CH:16]=4)[C:13](=[O:27])[C:12]4[C:7](=[CH:8][CH:9]=[CH:10][C:11]=4[F:28])[N:6]=3)[CH2:3][CH3:4])=[C:31]2[CH:38]=[CH:37]1. Procedure details: Under nitrogen, to (S)-2-(1-aminopropyl)-5-fluoro-3-(3-(2,2,2-trifluoroethoxy)phenyl)quinazolin-4(3H)-one (40 mg, 0.10 mmol, 1.0 equiv) in t-BuOH (0.5 mL) at 23° C. is added 4-chloro-1H-pyrrolo[2,3-b]pyridine (23 mg, 0.15 mmol, 1.5 equiv) and diisopropylethylamine (63 μL, 0.36 mmol, 4.0 equiv). After stirring for 48 hr at 120° C. in a sealed tube, the reaction mixture is concentrated in vacuo and the residue is purified by preparative TLC eluting with CH2Cl2/MeOH to afford the title compound (Co... The reactants are ice water, C(C)(=O)OCC (ethyl acetate), NC1[C@@H]2N(C(C(S2)(C)C)C(=O)OCC2=CC=C(C=C2)[N+](=O)[O-])C1=O (p-nitrobenzyl 6-amino-2,2-dimethylpenam-3-carboxylate). Run in COC(N(C)C)OC (dimethylformamide dimethylacetal). Product: CN(C)C=N[C@H]1[C@@H]2N(C(C(S2)(C)C)C(=O)OCC2=CC=C(C=C2)[N+](=O)[O-])C1=O (p-Nitrobenzyl 6β[(dimethylaminomethylene)amino]-2,2-dimethylpenam-3-carboxylate). The yield is 159.2%. Reaction SMILES: [NH2:1][CH:2]1[C:23](=[O:24])[N:4]2[CH:5]([C:10]([O:12][CH2:13][C:14]3[CH:19]=[CH:18][C:17]([N+:20]([O-:22])=[O:21])=[CH:16][CH:15]=3)=[O:11])[C:6]([CH3:9])([CH3:8])[S:7][C@H:3]12.C(OCC)(=O)C>COC(OC)N(C)C>[CH3:3][N:4]([CH:23]=[N:1][C@@H:2]1[C:23](=[O:24])[N:4]2[CH:5]([C:10]([O:12][CH2:13][C:14]3[CH:19]=[CH:18][C:17]([N+:20]([O-:22])=[O:21])=[CH:16][CH:15]=3)=[O:11])[C:6]([CH3:9])([CH3:8])[S:7][C@H:3]12)[CH3:5]. Procedure: A solution of 34 mmoles of p-nitrobenzyl 6-amino-2,2-dimethylpenam-3-carboxylate (6APA p-nitrobenzyl ester) in 100 ml of dimethylformamide dimethylacetal was stirred at room temperature for three hours. The reaction mixture was then poured into a stirred mixture of ice water and ethyl acetate and the organic phase separated. The organic phase was layered over water and the pH adjusted to 1.8 with hydrochloric acid. The acidified aqueous layer was separated, slurried with ethyl acetate, and the p... The reactants are [Li]C, CC(=NNS(=O)(=O)c1c(C(C)C)cc(C(C)C)cc1C(C)C)c1ccc(C)cc1, O=Cc1ccc(Cl)cc1Cl, C1CCOC1. Yields the product C=C(c1ccc(C)cc1)C(O)c1ccc(Cl)cc1Cl. RXN SMILES: [CH3:30][Li:31].[CH:1]([c:2]1[cH:3][c:4]([CH:5]([CH3:6])[CH3:7])[cH:8][c:9]([CH:10]([CH3:11])[CH3:12])[c:13]1[S:14]([NH:15][N:16]=[C:21]([CH3:22])[c:23]1[cH:24][cH:25][c:26]([CH3:29])[cH:27][cH:28]1)(=[O:17])=[O:18])([CH3:19])[CH3:20].[Cl:32][c:33]1[c:34]([CH:35]=[O:36])[cH:37][cH:38][c:39]([Cl:41])[cH:40]1.[O:42]1[CH2:43][CH2:44][CH2:45][CH2:46]1>>[C:21](=[CH2:22])([c:23]1[cH:24][cH:25][c:26]([CH3:29])[cH:27][cH:28]1)[CH:35]([c:34]1[c:33]([Cl:32])[cH:40][c:39]([Cl:41])[cH:38][cH:37]1)[OH:36]. The reactants are C(C1=CC=CC=C1)OC1=C(C=C(C=C1)[C@H](CNCCCCCCOCCCCC1=CC(=C(C=C1)O)[C@H](CCN(C(C)C)C(C)C)C1=CC=CC=C1)O[Si](C)(C)C(C)(C)C)NS(=O)(=O)C (N-{2-(Benzyloxy)-5-[(1R)-1-{[tert-butyl(dimethyl)silyl]oxy}-2-{[6-(4-{3-[(1R)-3-(diisopropylamino)-1-phenylpropyl]-4-hydroxyphenyl}butoxy)hexyl]amino}ethyl]phenyl}methanesulfonamide), C(=O)[O-].[NH4+] (ammonium formate), C(=O)[O-].[NH4+] (ammonium formate). The reagents and catalysts are [OH-].[OH-].[Pd+2] (palladium hydroxide on carbon), [OH-].[OH-].[Pd+2] (palladium hydroxide on carbon), [OH-].[OH-].[Pd+2] (palladium hydroxide on carbon). Run in C(C)O (ethanol). The product is N (ammonia), [Si](C)(C)(C(C)(C)C)O[C@@H](CNCCCCCCOCCCCC1=CC(=C(C=C1)O)[C@H](CCN(C(C)C)C(C)C)C1=CC=CC=C1)C=1C=CC(=C(C1)NS(=O)(=O)C)O (N-{5-[(1R)-1-{[tert-Butyl(dimethyl)silyl]oxy}-2-{[6-(4-{3-[(1R)-3-(diisopropylamino)-1-phenylpropyl]-4-hydroxyphenyl}butoxy)hexyl]amino}ethyl]-2-hydroxyphenyl}methanesulfonamide). RXN SMILES: C([O:8][C:9]1[CH:14]=[CH:13][C:12]([C@@H:15]([O:52][Si:53]([C:56]([CH3:59])([CH3:58])[CH3:57])([CH3:55])[CH3:54])[CH2:16][NH:17][CH2:18][CH2:19][CH2:20][CH2:21][CH2:22][CH2:23][O:24][CH2:25][CH2:26][CH2:27][CH2:28][C:29]2[CH:34]=[CH:33][C:32]([OH:35])=[C:31]([C@@H:36]([C:46]3[CH:51]=[CH:50][CH:49]=[CH:48][CH:47]=3)[CH2:37][CH2:38][N:39]([CH:43]([CH3:45])[CH3:44])[CH:40]([CH3:42])[CH3:41])[CH:30]=2)=[CH:11][C:10]=1[NH:60][S:61]([CH3:64])(=[O:63])=[O:62])C1C=CC=CC=1.C([O-])=O.[NH4+]>C(O)C.[OH-].[OH-].[Pd+2]>[NH3:17].[Si:53]([O:52][C@H:15]([C:12]1[CH:13]=[CH:14][C:9]([OH:8])=[C:10]([NH:60][S:61]([CH3:64])(=[O:62])=[O:63])[CH:11]=1)[CH2:16][NH:17][CH2:18][CH2:19][CH2:20][CH2:21][CH2:22][CH2:23][O:24][CH2:25][CH2:26][CH2:27][CH2:28][C:29]1[CH:34]=[CH:33][C:32]([OH:35])=[C:31]([C@@H:36]([C:46]2[CH:47]=[CH:48][CH:49]=[CH:50][CH:51]=2)[CH2:37][CH2:38][N:39]([CH:40]([CH3:42])[CH3:41])[CH:43]([CH3:45])[CH3:44])[CH:30]=1)([C:56]([CH3:59])([CH3:57])[CH3:58])([CH3:55])[CH3:54] |f:1.2,4.5.6|. Procedure details: N-{2-(Benzyloxy)-5-[(1R)-1-{[tert-butyl(dimethyl)silyl]oxy}-2-{[6-(4-{3-[(1R)-3-(diisopropylamino)-1-phenylpropyl]-4-hydroxyphenyl}butoxy)hexyl]amino}ethyl]phenyl}methanesulfonamide (Preparation 27, 530 mg, 0.55 mmol) was dissolved in ethanol and ammonium formate (700 mg, 10.9 mmol) and 10% palladium hydroxide on carbon (100 mg) was added. The reaction was heated under reflux for 12 hours, cooled to room temperature and further ammonium formate (600 mg, 9.37 mmol) and 10% palladium hydroxide on ...